From a dataset of the Open Reaction Database (ORD), a public repository of structured organic reaction records. describe an organic reaction: reactants, conditions, products, and yield Starting materials: N#Cc1ccc(Br)cc1F, O=C([O-])[O-], CC(=O)[O-], CC(=O)[O-], [Cs+], [Cs+], FC(F)(F)c1ccc(-c2cccc3[nH]c4ccccc4c23)cn1, C1COCCO1, [Pd+2]. The product is N#Cc1ccc(-n2c3ccccc3c3c(-c4ccc(C(F)(F)F)nc4)cccc32)cc1F. RXN SMILES: [Br:1][c:2]1[cH:3][c:4]([F:10])[c:5]([C:6]#[N:7])[cH:8][cH:9]1.[C:11](=[O:12])([O-:13])[O-:14].[C:46]([O-:47])(=[O:48])[CH3:49].[C:51]([O-:52])(=[O:53])[CH3:54].[Cs+:15].[Cs+:16].[F:17][C:18]([c:19]1[cH:20][cH:21][c:22](-[c:25]2[cH:26][cH:27][cH:28][c:29]3[nH:30][c:31]4[cH:32][cH:33][cH:34][cH:35][c:36]4[c:37]23)[cH:23][n:24]1)([F:38])[F:39].[O:40]1[CH2:41][CH2:42][O:43][CH2:44][CH2:45]1.[Pd+2:50]>>[c:2]1(-[n:30]2[c:29]3[cH:28][cH:27][cH:26][c:25](-[c:22]4[cH:21][cH:20][c:19]([C:18]([F:17])([F:38])[F:39])[n:24][cH:23]4)[c:37]3[c:36]3[c:31]2[cH:32][cH:33][cH:34][cH:35]3)[cH:3][c:4]([F:10])[c:5]([C:6]#[N:7])[cH:8][cH:9]1. Reactants: C(C1=CC=CC=C1)OC(=O)N1CC(N(CC1)C(N(C1=CC=CC=C1)C1=CC=CC=C1)=O)C(=O)O ((±)-4-(benzyloxycarbonyl)-1-(diphenylcarbamoyl)piperazine-2-carboxylic acid), [H][H] (hydrogen). Reagents/catalysts: [Pd] (Pd/C), CO (methanol). Run in C(C)(=O)O (acetic acid). Product: C(C)(=O)O.C1(=CC=CC=C1)N(C(=O)N1C(CNCC1)C(=O)O)C1=CC=CC=C1 ((±)-1-(Diphenylcarbamoyl)piperazine-2-carboxylic acid acetate salt). RXN SMILES: C(OC([N:11]1[CH2:16][CH2:15][N:14]([C:17](=[O:31])[N:18]([C:25]2[CH:30]=[CH:29][CH:28]=[CH:27][CH:26]=2)[C:19]2[CH:24]=[CH:23][CH:22]=[CH:21][CH:20]=2)[CH:13]([C:32]([OH:34])=[O:33])[CH2:12]1)=O)C1C=CC=CC=1.[H][H]>CO.[Pd].C(O)(=O)C>[C:32]([OH:34])(=[O:33])[CH3:13].[C:25]1([N:18]([C:19]2[CH:20]=[CH:21][CH:22]=[CH:23][CH:24]=2)[C:17]([N:14]2[CH2:15][CH2:16][NH:11][CH2:12][CH:13]2[C:32]([OH:34])=[O:33])=[O:31])[CH:26]=[CH:27][CH:28]=[CH:29][CH:30]=1 |f:5.6|. Procedure: A solution of 109 mg. (0.24 mmol) of (±)-4-(benzyloxycarbonyl)-1-(diphenylcarbamoyl)piperazine-2-carboxylic acid (from Step A) in 3 ml of methanol containing 3 drops of acetic acid and 50 mg of 10% Pd/C was hydrogenated with rocking at 40 psi of hydrogen for 16 hours. The mixture was filtered through Celite and the solution was concentrated in vacuo to 66 mg (71%) of solid which was homogeneous by TLC (1:1:1:1 n-butyl alcohol acetic acid-water-ethyl acetate, Rf =0.70).